Dataset: the Open Reaction Database (ORD), a public repository of structured organic reaction records. Task: describe an organic reaction: reactants, conditions, products, and yield The reactants are Nc1cccc([N+](=O)[O-])c1Cl, CC(O)(C(=O)O)C(F)(F)F, c1ccc(-c2cccc(-c3ccccc3)n2)cc1. Product: CC(O)(C(=O)Nc1cccc([N+](=O)[O-])c1Cl)C(F)(F)F. As a reaction SMILES: [Cl:11][c:12]1[c:13]([NH2:14])[cH:15][cH:16][cH:17][c:18]1[N+:19](=[O:20])[O-:21].[OH:1][C:2]([C:3](=[O:4])[OH:5])([C:6]([F:7])([F:8])[F:9])[CH3:10].[c:22]1(-[c:23]2[cH:24][cH:25][cH:26][c:27](-[c:28]3[cH:29][cH:30][cH:31][cH:32][cH:33]3)[n:34]2)[cH:35][cH:36][cH:37][cH:38][cH:39]1>>[OH:1][C:2]([C:3](=[O:4])[NH:14][c:13]1[c:12]([Cl:11])[c:18]([N+:19](=[O:20])[O-:21])[cH:17][cH:16][cH:15]1)([C:6]([F:7])([F:8])[F:9])[CH3:10]. Reactants: C(CC)(=O)O (propionic acid), C(=O)(OC(C)(C)C)N[C@@H](CC1=CC=CC=C1)[C@@H]1CCC(O1)=O (5(S)-[1(S)-(Boc-amino)-2-phenylethyl]dihydrofuran-2-(3H)-one), ClC1=C(CS(=O)(=O)C2=CC=C(CBr)C=C2)C(=CC=C1)Cl (p-(2,6-dichlorobenzylsulfonyl)benzyl bromide), solution, C[Si](C)(C)[N-][Si](C)(C)C.[Li+] (lithium bis(trimethylsilyl)amide). Solvent: O (water), crude product, CCCCCC.C(C)(=O)OCC (hexane ethyl acetate), C1CCOC1 (THF), CN1CCCN(C1=O)C (DMPU), C1CCOC1 (THF), C1CCOC1 (THF). The product is C(=O)(OC(C)(C)C)N[C@@H](CC1=CC=CC=C1)[C@@H]1C[C@H](C(O1)=O)CC1=CC=C(C=C1)S(=O)(=O)CC1=C(C=CC=C1Cl)Cl (5(S)-[1(S)-(Boc-Amino)-2-phenylethyl]-3(R)-{[p-(2,6-dichlorobenzylsulfonyl)phenyl]methyl}dihydrofuran-2-(3H)-one). RXN SMILES: [C:1]([NH:8][C@H:9]([C@H:17]1[O:21][C:20](=[O:22])[CH2:19][CH2:18]1)[CH2:10][C:11]1[CH:16]=[CH:15][CH:14]=[CH:13][CH:12]=1)([O:3][C:4]([CH3:7])([CH3:6])[CH3:5])=[O:2].C[Si]([N-][Si](C)(C)C)(C)C.[Li+].[Cl:33][C:34]1[CH:51]=[CH:50][CH:49]=[C:48]([Cl:52])[C:35]=1[CH2:36][S:37]([C:40]1[CH:47]=[CH:46][C:43]([CH2:44]Br)=[CH:42][CH:41]=1)(=[O:39])=[O:38].C(O)(=O)CC>C1COCC1.O.CCCCCC.C(OCC)(=O)C.CN1C(=O)N(C)CCC1>[C:1]([NH:8][C@H:9]([C@H:17]1[O:21][C:20](=[O:22])[C@H:19]([CH2:44][C:43]2[CH:42]=[CH:41][C:40]([S:37]([CH2:36][C:35]3[C:34]([Cl:33])=[CH:51][CH:50]=[CH:49][C:48]=3[Cl:52])(=[O:39])=[O:38])=[CH:47][CH:46]=2)[CH2:18]1)[CH2:10][C:11]1[CH:16]=[CH:15][CH:14]=[CH:13][CH:12]=1)([O:3][C:4]([CH3:6])([CH3:7])[CH3:5])=[O:2] |f:1.2,7.8|. Reported procedure: In analogy with Example 5d), 5.0 g (16.34 mmol) of 5(S)-[1(S)-(Boc-amino)-2-phenylethyl]dihydrofuran-2-(3H)-one, dissolved in 24 ml of abs. THF and 2.7 ml of DMPU, are deprotonated, at -75° C., with 32.7 ml of a 1M solution of lithium bis(trimethylsilyl)amide in THF, and alkylated, at -75° C., with 9.67 g (24.5 mmol) of p-(2,6-dichlorobenzylsulfonyl)benzyl bromide (Maybridge; Tintagel/UK) in 50 ml of abs. THF. Protonation, at -75° C., with 6.1 ml (81.7 mmol) of propionic acid and 6.1 ml of water... Reactants: C(CC)(=O)[O-].C(C1=CC=CC=C1)[NH+]1CCC(CC1)(N(C(CC)=O)C1=CC=CC=C1)C1=NN=NN1 (1-benzyl-4-(1H-tetrazol-5-yl)-4-(N-phenylpropionamido)piperidinium propionate), [H-].[Na+] (NaH), IC (iodomethane). Solvent: CN(C)C=O (DMF). Run at time 30 minute. Product: C(C1=CC=CC=C1)N1CCC(CC1)(N(C(CC)=O)C1=CC=CC=C1)C1=NN=NN1C (1-benzyl-4-(1-methyl-1H-tetrazol-5-yl)-4-(N-phenylpropionamido)piperidine). Isolated yield 27.8%. Reaction SMILES: [C:1]([O-])(=O)CC.[CH2:6]([NH+:13]1[CH2:18][CH2:17][C:16]([C:30]2[NH:34][N:33]=[N:32][N:31]=2)([N:19]([C:24]2[CH:29]=[CH:28][CH:27]=[CH:26][CH:25]=2)[C:20](=[O:23])[CH2:21][CH3:22])[CH2:15][CH2:14]1)[C:7]1[CH:12]=[CH:11][CH:10]=[CH:9][CH:8]=1.[H-].[Na+].IC>CN(C=O)C>[CH2:6]([N:13]1[CH2:18][CH2:17][C:16]([C:30]2[N:34]([CH3:1])[N:33]=[N:32][N:31]=2)([N:19]([C:24]2[CH:29]=[CH:28][CH:27]=[CH:26][CH:25]=2)[C:20](=[O:23])[CH2:21][CH3:22])[CH2:15][CH2:14]1)[C:7]1[CH:12]=[CH:11][CH:10]=[CH:9][CH:8]=1 |f:0.1,2.3|. Reported procedure: To a stirring mixture of 1-benzyl-4-(1H-tetrazol-5-yl)-4-(N-phenylpropionamido)piperidinium propionate (18.9 g, 40.7 mmol) and DMF (120 ml), NaH (2.4 g,m 100 mmol) was added. The mixture was stirred at room temperature for 30 minutes. To the resulting brown solution, iodomethane (15 g, 106 mmol) was added slowly. It was stirred for 30 minutes and poured onto H2O (400 ml). The mixture was extracted with CH2Cl2 (2×250 ml). The CH2Cl2 solution was washed with H2O (4×400 ml), dried over Na2SO4 and c... Procedure details: Compound N-(piperidin-4-ylmethyl)-3-(3-(trifluoromethoxy)phenyl)imidazo[1,2-b]pyridazin-6-amine (200 mg, 0.47 mmol) was combined with 2-hydroxy-2-methylpropanoic acid (49 mg, 0.47 mmol), EDC (99 mg, 0.51 mmol) and HOAT (64 mg, 0.47 mmol). The mixture was then taken up in DMF (2 mL) and NMM (257 uL, 2.34 mmol) was added. The mixture was then stirred overnight at room temperature. The DMF solution was then poured into an excess of water (20 mL) causing a precipitate to form. The precipitate was co... Reaction SMILES: [NH:1]1[CH2:6][CH2:5][CH:4]([CH2:7][NH:8][C:9]2[CH:10]=[CH:11][C:12]3[N:13]([C:15]([C:18]4[CH:23]=[CH:22][CH:21]=[C:20]([O:24][C:25]([F:28])([F:27])[F:26])[CH:19]=4)=[CH:16][N:17]=3)[N:14]=2)[CH2:3][CH2:2]1.[OH:29][C:30]([CH3:35])([CH3:34])[C:31](O)=[O:32].C(Cl)CCl.C1C=NC2N(O)N=NC=2C=1.CN1CCOCC1>CN(C=O)C.O>[OH:29][C:30]([CH3:35])([CH3:34])[C:31]([N:1]1[CH2:6][CH2:5][CH:4]([CH2:7][NH:8][C:9]2[CH:10]=[CH:11][C:12]3[N:13]([C:15]([C:18]4[CH:23]=[CH:22][CH:21]=[C:20]([O:24][C:25]([F:26])([F:28])[F:27])[CH:19]=4)=[CH:16][N:17]=3)[N:14]=2)[CH2:3][CH2:2]1)=[O:32]. Run in CN(C)C=O (DMF), O (water), CN(C)C=O (DMF). Product: OC(C(=O)N1CCC(CC1)CNC=1C=CC=2N(N1)C(=CN2)C2=CC(=CC=C2)OC(F)(F)F)(C)C (2-hydroxy-2-methyl-1-(4-(((3-(3-(trifluoromethoxy)phenyl)imidazo[1,2-b]pyridazin-6-yl)amino)methyl)piperidin-1-yl)propan-1-one). Starting materials: N1CCC(CC1)CNC=1C=CC=2N(N1)C(=CN2)C2=CC(=CC=C2)OC(F)(F)F (N-(piperidin-4-ylmethyl)-3-(3-(trifluoromethoxy)phenyl)imidazo[1,2-b]pyridazin-6-amine), C1=CC2=C(N=C1)N(N=N2)O (HOAT), CN1CCOCC1 (NMM), OC(C(=O)O)(C)C (2-hydroxy-2-methylpropanoic acid), C(CCl)Cl (EDC). Run at time 8 hour. The reactants are N1(CCCCC1)CC=1C=C(C=CC1)O (3-(1-piperidinylmethyl)phenol), [H-].[Na+] (sodium hydride), BrCCCCN1C(C=2C(C1=O)=CC=CC2)=O (N-(4-Bromobutyl)phthalimide). Run in CN(C=O)C (dimethylformamide). Conditions: time 3 hour. Yields the product N1(CCCCC1)CC=1C=C(OCCCCN)C=CC1 (4-[3-(1-Piperidinylmethyl)phenoxy]butanamine). Yield: 34.4%. As a reaction SMILES: [N:1]1([CH2:7][C:8]2[CH:9]=[C:10]([OH:14])[CH:11]=[CH:12][CH:13]=2)[CH2:6][CH2:5][CH2:4][CH2:3][CH2:2]1.[H-].[Na+].Br[CH2:18][CH2:19][CH2:20][CH2:21][N:22]1C(=O)C2=CC=CC=C2C1=O>CN(C)C=O>[N:1]1([CH2:7][C:8]2[CH:9]=[C:10]([CH:11]=[CH:12][CH:13]=2)[O:14][CH2:18][CH2:19][CH2:20][CH2:21][NH2:22])[CH2:6][CH2:5][CH2:4][CH2:3][CH2:2]1 |f:1.2|. Reported procedure: A mixture of 3-(1-piperidinylmethyl)phenol (8.7 g) and sodium hydride (1.2 g) in dimethylformamide (60 ml) was stirred at 25° during 3 h. N-(4-Bromobutyl)phthalimide (12.8 g) was added and the mixture was stirred at 25° during 20 h then at 65° for 3 h. The reaction mixture was poured onto water and extracted with ethyl acetate. The solvent was concentrated and the crystalline impurity was removed by filtration. The filtrate was evaporated in vacuo and the residue was dissolved in ethanol and hea... The reactants are N(=O)[O-].[Na+] (sodium nitrite), C([O-])(O)=O.[Na+] (sodium bicarbonate), Br.NC=1C(=C(C=CC1)C1=CC(=CC=C1)C(=O)O)O (3′-amino-2′-hydroxy-biphenyl-3-carboxylic acid hydrobromide), C(C)C1CCC2=CC=C(C=C12)N1N=C(CC1=O)C (2-(3-ethyl-indan-5-yl)-5-methyl-2,4-dihydro-pyrazol-3-one). The solvent is Cl (hydrochloric acid), C(C)O (ethanol). Reaction conditions: time 20 minute. The product is C(C)C1CCC2=CC=C(C=C12)N1N=C(C(C1=O)=NNC=1C(=C(C=CC1)C1=CC(=CC=C1)C(=O)O)O)C (3′-{N′-[1-(3-ethyl-indan-5-yl)-3-methyl-5-oxo-1,5-dihydro-pyrazol-4-ylidene]-hydrazino}-2′-hydroxy-biphenyl-3-carboxylic acid). The yield is 36.2%. RXN SMILES: Br.[NH2:2][C:3]1[C:4]([OH:18])=[C:5]([C:9]2[CH:14]=[CH:13][CH:12]=[C:11]([C:15]([OH:17])=[O:16])[CH:10]=2)[CH:6]=[CH:7][CH:8]=1.[N:19]([O-])=O.[Na+].[CH2:23]([CH:25]1[C:33]2[C:28](=[CH:29][CH:30]=[C:31]([N:34]3[C:38](=[O:39])[CH2:37][C:36]([CH3:40])=[N:35]3)[CH:32]=2)[CH2:27][CH2:26]1)[CH3:24].C(=O)(O)[O-].[Na+]>Cl.C(O)C>[CH2:23]([CH:25]1[C:33]2[C:28](=[CH:29][CH:30]=[C:31]([N:34]3[C:38](=[O:39])[C:37](=[N:19][NH:2][C:3]4[C:4]([OH:18])=[C:5]([C:9]5[CH:14]=[CH:13][CH:12]=[C:11]([C:15]([OH:17])=[O:16])[CH:10]=5)[CH:6]=[CH:7][CH:8]=4)[C:36]([CH3:40])=[N:35]3)[CH:32]=2)[CH2:27][CH2:26]1)[CH3:24] |f:0.1,2.3,5.6|. Procedure details: 3′-Amino-2′-hydroxy-biphenyl-3-carboxylic acid hydrobromide 1f (285 mg, 0.92 mmol) was dissolved in 3.1 mL of hydrochloric acid (1 N) upon cooling by an ice-water bath, followed by dropwise addition of 1.2 mL of aqueous sodium nitrite (70 mg, 1.01 mmol). After the mixture was stirred for 20 minutes, 2-(3-ethyl-indan-5-yl)-5-methyl-2,4-dihydro-pyrazol-3-one 41d (200 mg, 0.83 mmol) was added. The mixture was adjusted to pH 8 with saturated aqueous sodium bicarbonate followed by addition of 2 mL of... The reactants are C=Cc1sc(NC(=O)OC(C)(C)C)nc1C(=O)OCP(=O)(OCC)OCC, CO. Yields the product CCOP(=O)(COC(=O)c1nc(NC(=O)OC(C)(C)C)sc1CC)OCC. RXN SMILES: [C:1](=[O:2])([O:3][C:4]([CH3:5])([CH3:6])[CH3:7])[NH:8][c:9]1[s:10][c:11]([CH:26]=[CH2:27])[c:12]([C:14](=[O:15])[O:16][CH2:17][P:18](=[O:19])([O:20][CH2:21][CH3:22])[O:23][CH2:24][CH3:25])[n:13]1.[CH3:28][OH:29]>>[C:1](=[O:2])([O:3][C:4]([CH3:5])([CH3:6])[CH3:7])[NH:8][c:9]1[s:10][c:11]([CH2:26][CH3:27])[c:12]([C:14](=[O:15])[O:16][CH2:17][P:18](=[O:19])([O:20][CH2:21][CH3:22])[O:23][CH2:24][CH3:25])[n:13]1.